This data is from the Open Reaction Database (ORD), a public repository of structured organic reaction records. The task is: describe an organic reaction: reactants, conditions, products, and yield The reactants are CCOC(=O)c1cnc2cc(C(F)(F)F)ccc2c1OS(=O)(=O)C(F)(F)F, CCOC(C)=O, OB(O)c1cccc(C(F)(F)F)c1, [K+], [K+], [K+], C1COCCO1, O=P([O-])([O-])[O-], c1ccc(P(c2ccccc2)(c2ccccc2)[Pd](P(c2ccccc2)(c2ccccc2)c2ccccc2)(P(c2ccccc2)(c2ccccc2)c2ccccc2)P(c2ccccc2)(c2ccccc2)c2ccccc2)cc1. Yields the product CCOC(=O)c1cnc2cc(C(F)(F)F)ccc2c1-c1cccc(C(F)(F)F)c1. RXN SMILES: [CH2:1]([CH3:2])[O:3][C:4](=[O:5])[c:6]1[cH:7][n:8][c:9]2[cH:10][c:11]([C:24]([F:25])([F:26])[F:27])[cH:12][cH:13][c:14]2[c:15]1[O:16][S:17]([C:18]([F:19])([F:20])[F:21])(=[O:22])=[O:23].[CH3:55][CH2:56][O:57][C:58](=[O:59])[CH3:60].[F:28][C:29]([c:30]1[cH:31][c:32]([B:36]([OH:37])[OH:38])[cH:33][cH:34][cH:35]1)([F:39])[F:40].[K+:46].[K+:47].[K+:48].[O:49]1[CH2:50][CH2:51][O:52][CH2:53][CH2:54]1.[P:41]([O-:42])([O-:43])([O-:44])=[O:45].[cH:61]1[cH:62][cH:63][c:64]([P:65]([Pd:66]([P:67]([c:68]2[cH:69][cH:70][cH:71][cH:72][cH:73]2)([c:74]2[cH:75][cH:76][cH:77][cH:78][cH:79]2)[c:80]2[cH:81][cH:82][cH:83][cH:84][cH:85]2)([P:86]([c:87]2[cH:88][cH:89][cH:90][cH:91][cH:92]2)([c:93]2[cH:94][cH:95][cH:96][cH:97][cH:98]2)[c:99]2[cH:100][cH:101][cH:102][cH:103][cH:104]2)[P:105]([c:106]2[cH:107][cH:108][cH:109][cH:110][cH:111]2)([c:112]2[cH:113][cH:114][cH:115][cH:116][cH:117]2)[c:118]2[cH:119][cH:120][cH:121][cH:122][cH:123]2)([c:124]2[cH:125][cH:126][cH:127][cH:128][cH:129]2)[c:130]2[cH:131][cH:132][cH:133][cH:134][cH:135]2)[cH:136][cH:137]1>>[CH2:1]([CH3:2])[O:3][C:4](=[O:5])[c:6]1[cH:7][n:8][c:9]2[cH:10][c:11]([C:24]([F:25])([F:26])[F:27])[cH:12][cH:13][c:14]2[c:15]1-[c:32]1[cH:31][c:30]([C:29]([F:28])([F:39])[F:40])[cH:35][cH:34][cH:33]1.